Dataset: the Open Reaction Database (ORD), a public repository of structured organic reaction records. Task: describe an organic reaction: reactants, conditions, products, and yield Reactants: Cl, O=N[O-], CC1(C)OC(c2ccc(N)cc2)=C(c2ccc(OCc3ccc4ccccc4n3)cc2)C1=O, [Na+], O. Product: CC1(C)OC(c2ccccc2)=C(c2ccc(OCc3ccc4ccccc4n3)cc2)C1=O. As a reaction SMILES: [ClH:34].[N:35]([O-:36])=[O:37].[NH2:1][c:2]1[cH:3][cH:4][c:5]([C:8]2=[C:9]([c:16]3[cH:17][cH:18][c:19]([O:22][CH2:23][c:24]4[n:25][c:26]5[cH:27][cH:28][cH:29][cH:30][c:31]5[cH:32][cH:33]4)[cH:20][cH:21]3)[C:10](=[O:15])[C:11]([CH3:13])([CH3:14])[O:12]2)[cH:6][cH:7]1.[Na+:38].[OH2:39]>>[cH:2]1[cH:3][cH:4][c:5]([C:8]2=[C:9]([c:16]3[cH:17][cH:18][c:19]([O:22][CH2:23][c:24]4[n:25][c:26]5[cH:27][cH:28][cH:29][cH:30][c:31]5[cH:32][cH:33]4)[cH:20][cH:21]3)[C:10](=[O:15])[C:11]([CH3:13])([CH3:14])[O:12]2)[cH:6][cH:7]1. Reactants: CC(C)(C)[Si](C)(C)CCl, CC(C)=O, [I-], [Na+]. The product is CC(C)(C)[Si](C)(C)CI. RXN SMILES: [C:1]([CH3:2])([CH3:3])([CH3:4])[Si:5]([CH3:6])([CH3:7])[CH2:8][Cl:9].[CH3:12][C:13](=[O:14])[CH3:15].[I-:11].[Na+:10]>>[C:1]([CH3:2])([CH3:3])([CH3:4])[Si:5]([CH3:6])([CH3:7])[CH2:8][I:11]. Starting materials: CC#N, CC(C)(C)OC(=O)NCCn1cnc2c(N)nc3ccccc3c21, O, O=C(O)C(F)(F)F. Product: NCCn1cnc2c(N)nc3ccccc3c21. Reaction SMILES: [CH3:32][C:33]#[N:34].[NH2:1][c:2]1[n:3][c:4]2[cH:5][cH:6][cH:7][cH:8][c:9]2[c:10]2[c:11]1[n:12][cH:13][n:14]2[CH2:15][CH2:16][NH:17][C:18](=[O:19])[O:20][C:21]([CH3:22])([CH3:23])[CH3:24].[OH2:35].[OH:25][C:26]([C:27]([F:28])([F:29])[F:30])=[O:31]>>[NH2:1][c:2]1[n:3][c:4]2[cH:5][cH:6][cH:7][cH:8][c:9]2[c:10]2[c:11]1[n:12][cH:13][n:14]2[CH2:15][CH2:16][NH2:17]. Starting materials: O(C1=CC=CC=C1)CC1OC1 (2-(phenoxymethyl)oxirane), CC1=CC=C(O1)CN1C(=NC2=C1C=CC=C2)NC2CCNCC2 (1-[(5-methyl-2-furanyl)methyl]-N-(4-piperidinyl)-1H-benzimidazol-2-amine). The solvent is CO (methanol). Run at time 8 hour. Yields the product CC1=CC=C(O1)CN1C(=NC2=C1C=CC=C2)NC2CCN(CC2)CC(O)COC2=CC=CC=C2 (4-[[1-[(5-methyl-2-furanyl)methyl]-1H-benzimidazol-2-yl]amino]-α-(phenoxymethyl)-1-piperidineethanol). The yield is 44.8%. As a reaction SMILES: [O:1]([CH2:8][CH:9]1[CH2:11][O:10]1)[C:2]1[CH:7]=[CH:6][CH:5]=[CH:4][CH:3]=1.[CH3:12][C:13]1[O:17][C:16]([CH2:18][N:19]2[C:23]3[CH:24]=[CH:25][CH:26]=[CH:27][C:22]=3[N:21]=[C:20]2[NH:28][CH:29]2[CH2:34][CH2:33][NH:32][CH2:31][CH2:30]2)=[CH:15][CH:14]=1>CO>[CH3:12][C:13]1[O:17][C:16]([CH2:18][N:19]2[C:23]3[CH:24]=[CH:25][CH:26]=[CH:27][C:22]=3[N:21]=[C:20]2[NH:28][CH:29]2[CH2:34][CH2:33][N:32]([CH2:11][CH:9]([CH2:8][O:1][C:2]3[CH:7]=[CH:6][CH:5]=[CH:4][CH:3]=3)[OH:10])[CH2:31][CH2:30]2)=[CH:15][CH:14]=1. Reported procedure: A mixture of 4.5 parts of 2-(phenoxymethyl)oxirane, 4.65 parts of 1-[(5-methyl-2-furanyl)methyl]-N-(4-piperidinyl)-1H-benzimidazol-2-amine and 120 parts of methanol was stirred overnight at room temperature. The precipitated product was filtered off and dried, yielding 3.1 parts (44.8%) of 4-[[1-[(5-methyl-2-furanyl)methyl]-1H-benzimidazol-2-yl]amino]-α-(phenoxymethyl)-1-piperidineethanol; mp. 164.8° C. (compound 25). Starting materials: C(CCCCCCCCC)S (decylmercaptan), C(C)C=1OCCN1 (2-ethyl-2-oxazoline), Cl (hydrochloric acid). Reagents/catalysts: [Cl-].[Zn+2].[Cl-] (zinc chloride). Run at temperature 140 celsius. Product: Cl.C(CCCCCCCCC)SCCN (2-(decylthio)ethanamine hydrochloride). RXN SMILES: [CH2:1]([SH:11])[CH2:2][CH2:3][CH2:4][CH2:5][CH2:6][CH2:7][CH2:8][CH2:9][CH3:10].[CH2:12]([C:14]1OCC[N:18]=1)C.[ClH:19]>[Cl-].[Zn+2].[Cl-]>[ClH:19].[CH2:1]([S:11][CH2:12][CH2:14][NH2:18])[CH2:2][CH2:3][CH2:4][CH2:5][CH2:6][CH2:7][CH2:8][CH2:9][CH3:10] |f:3.4.5,6.7|. Procedure: Approximately 225 pounds of decylmercaptan are loaded into a jacketed reactor equipped with an agitator. 1.25 pounds of zinc chloride catalyst are added through the manhole. The system is heated to approximately 140° C. and 130 pounds of 2-ethyl-2-oxazoline are added at the rate of 3 lbs/min in about 45 minutes. About 30 minutes are allowed for the reaction to be completed, the reactor cooled to approximately 120° C. and 155 pounds of 32 weight percent hydrochloric acid are then added to the rea... The reactants are CC(=O)O, O=S(=O)(CCOC1CCCCO1)c1cn(CC2=NCCN2)c2ccc(Cl)cc12, O. The product is O=S(=O)(CCO)c1cn(CC2=NCCN2)c2ccc(Cl)cc12. Reaction SMILES: [C:30]([OH:31])(=[O:32])[CH3:33].[Cl:1][c:2]1[cH:3][c:4]2[c:5]([S:17](=[O:18])(=[O:19])[CH2:20][CH2:21][O:22][CH:23]3[CH2:24][CH2:25][CH2:26][CH2:27][O:28]3)[cH:6][n:7]([CH2:11][C:12]3=[N:16][CH2:15][CH2:14][NH:13]3)[c:8]2[cH:9][cH:10]1.[OH2:29]>>[Cl:1][c:2]1[cH:3][c:4]2[c:5]([S:17](=[O:18])(=[O:19])[CH2:20][CH2:21][OH:22])[cH:6][n:7]([CH2:11][C:12]3=[N:16][CH2:15][CH2:14][NH:13]3)[c:8]2[cH:9][cH:10]1. The reactants are [BH4-], O=Cc1ccccc1C(=O)O, CCO, Nc1ccc(C2SC(=O)NC2=O)cc1, [Na+]. The product is O=C1NC(=O)C(c2ccc(N3Cc4ccccc4C3=O)cc2)S1. Reaction SMILES: [BH4-:26].[C:15]([c:16]1[c:17]([CH:18]=[O:19])[cH:20][cH:21][cH:22][cH:23]1)([OH:24])=[O:25].[CH3:28][CH2:29][OH:30].[NH2:1][c:2]1[cH:3][cH:4][c:5]([CH:8]2[C:9](=[O:14])[NH:10][C:11](=[O:13])[S:12]2)[cH:6][cH:7]1.[Na+:27]>>[N:1]1([c:2]2[cH:3][cH:4][c:5]([CH:8]3[C:9](=[O:14])[NH:10][C:11](=[O:13])[S:12]3)[cH:6][cH:7]2)[CH2:15][c:16]2[c:17]([cH:20][cH:21][cH:22][cH:23]2)[C:18]1=[O:19].